This data is from the Open Reaction Database (ORD), a public repository of structured organic reaction records. The task is: describe an organic reaction: reactants, conditions, products, and yield Starting materials: O=C([O-])[O-], O=C([O-])C(=O)[O-], CCCCO, ClCCl, CCOCC, CO, Fc1ccc(C(Nc2ccc(F)c(F)c2)C2CCNCC2)cc1, [I-], [K+], [K+], [Na+], BrCCCOc1ccccc1. The product is O=C(O)C(=O)O, Fc1ccc(C(Nc2ccc(F)c(F)c2)C2CCN(CCCOc3ccccc3)CC2)cc1. Reaction SMILES: [C:35](=[O:36])([O-:37])[O-:38].[C:43]([C:44](=[O:45])[O-:46])(=[O:47])[O-:48].[CH2:49]([OH:50])[CH2:51][CH2:52][CH3:53].[CH2:54]([Cl:55])[Cl:56].[CH2:57]([O:58][CH2:59][CH3:60])[CH3:61].[CH3:62][OH:63].[F:1][c:2]1[cH:3][c:4]([NH:9][CH:10]([CH:11]2[CH2:12][CH2:13][NH:14][CH2:15][CH2:16]2)[c:17]2[cH:18][cH:19][c:20]([F:23])[cH:21][cH:22]2)[cH:5][cH:6][c:7]1[F:8].[I-:42].[K+:39].[K+:40].[Na+:41].[O:24]([c:25]1[cH:26][cH:27][cH:28][cH:29][cH:30]1)[CH2:31][CH2:32][CH2:33][Br:34]>>[C:43]([C:44](=[O:45])[OH:46])(=[O:47])[OH:48].[F:1][c:2]1[cH:3][c:4]([NH:9][CH:10]([CH:11]2[CH2:12][CH2:13][N:14]([CH2:33][CH2:32][CH2:31][O:24][c:25]3[cH:26][cH:27][cH:28][cH:29][cH:30]3)[CH2:15][CH2:16]2)[c:17]2[cH:18][cH:19][c:20]([F:23])[cH:21][cH:22]2)[cH:5][cH:6][c:7]1[F:8]. Reactants: CO, ClCCl, CCOC(=O)Cc1ccc(O)cc1, O=S(=O)(Cl)Cl. Yields the product CCOC(=O)Cc1ccc(O)c(Cl)c1. RXN SMILES: [CH3:14][OH:15].[Cl:21][CH2:22][Cl:23].[OH:1][c:2]1[cH:3][cH:4][c:5]([CH2:8][C:9](=[O:10])[O:11][CH2:12][CH3:13])[cH:6][cH:7]1.[S:16]([Cl:17])(=[O:18])([Cl:19])=[O:20]>>[OH:1][c:2]1[cH:3][cH:4][c:5]([CH2:8][C:9](=[O:10])[O:11][CH2:12][CH3:13])[cH:6][c:7]1[Cl:19]. Starting materials: CS(=O)(=O)c1cc(Br)ccc1C(=O)O, Cc1ccc(N2CCNCC2)c(C)c1. Product: Cc1ccc(N2CCN(C(=O)c3ccc(Br)cc3S(C)(=O)=O)CC2)c(C)c1. Reaction SMILES: [Br:1][c:2]1[cH:3][c:4]([S:11](=[O:12])(=[O:13])[CH3:14])[c:5]([C:6](=[O:7])[OH:8])[cH:9][cH:10]1.[CH3:15][c:16]1[c:17]([N:23]2[CH2:24][CH2:25][NH:26][CH2:27][CH2:28]2)[cH:18][cH:19][c:20]([CH3:22])[cH:21]1>>[Br:1][c:2]1[cH:3][c:4]([S:11](=[O:12])(=[O:13])[CH3:14])[c:5]([C:6](=[O:8])[N:26]2[CH2:25][CH2:24][N:23]([c:17]3[c:16]([CH3:15])[cH:21][c:20]([CH3:22])[cH:19][cH:18]3)[CH2:28][CH2:27]2)[cH:9][cH:10]1.